Dataset: the Open Reaction Database (ORD), a public repository of structured organic reaction records. Task: describe an organic reaction: reactants, conditions, products, and yield Starting materials: C(C)OC(=O)C1(CC1)C1=CC=C(C=C1)C1=CC=C(C=C1)C1=C(C(=NO1)C)NC1=NC(=CC=C1)Br (1-{4′-[4-(6-bromo-pyridin-2-ylamino)-3-methyl-isoxazol-5-yl]-biphenyl-4-yl}-cyclopropanecarboxylic acid ethyl ester), ClC1=C(C=CC=C1)B(O)O (2-chlorophenylboronic acid). Product: C(C)OC(=O)C1(CC1)C1=CC=C(C=C1)C1=CC=C(C=C1)C1=C(C(=NO1)C)NC1=NC(=CC=C1)C1=C(C=CC=C1)Cl (1-(4′-{4-[6-(2-Chloro-phenyl)-pyridin-2-ylamino]-3-methyl-isoxazol-5-yl}-biphenyl-4-yl)-cyclopropanecarboxylic acid ethyl ester). RXN SMILES: [CH2:1]([O:3][C:4]([C:6]1([C:9]2[CH:14]=[CH:13][C:12]([C:15]3[CH:20]=[CH:19][C:18]([C:21]4[O:25][N:24]=[C:23]([CH3:26])[C:22]=4[NH:27][C:28]4[CH:33]=[CH:32][CH:31]=[C:30](Br)[N:29]=4)=[CH:17][CH:16]=3)=[CH:11][CH:10]=2)[CH2:8][CH2:7]1)=[O:5])[CH3:2].[Cl:35][C:36]1[CH:41]=[CH:40][CH:39]=[CH:38][C:37]=1B(O)O>>[CH2:1]([O:3][C:4]([C:6]1([C:9]2[CH:14]=[CH:13][C:12]([C:15]3[CH:20]=[CH:19][C:18]([C:21]4[O:25][N:24]=[C:23]([CH3:26])[C:22]=4[NH:27][C:28]4[CH:33]=[CH:32][CH:31]=[C:30]([C:37]5[CH:38]=[CH:39][CH:40]=[CH:41][C:36]=5[Cl:35])[N:29]=4)=[CH:17][CH:16]=3)=[CH:11][CH:10]=2)[CH2:8][CH2:7]1)=[O:5])[CH3:2]. Procedure details: Prepared according to the procedure described in Example 1, Step 10, using 1-{4′-[4-(6-bromo-pyridin-2-ylamino)-3-methyl-isoxazol-5-yl]-biphenyl-4-yl}-cyclopropanecarboxylic acid ethyl ester and 2-chlorophenylboronic acid. Run in CCOCC (ether), O1CCCC1 (tetrahydrofuran). Reaction SMILES: Cl[CH2:2][C:3]([CH2:5][O:6][C:7](=[O:9])[CH3:8])=[O:4].O.[N-:11]=[N+:12]=[N-:13].[Na+]>O1CCCC1.CCOCC>[N:11]([CH2:2][C:3]([CH2:5][O:6][C:7](=[O:9])[CH3:8])=[O:4])=[N+:12]=[N-:13] |f:2.3|. Reactants: O (water), ClCC(=O)COC(C)=O (1-Chloro-3-acetoxyacetone), [N-]=[N+]=[N-].[Na+] (Sodium azide). Conditions: time 8 hour. The product is N(=[N+]=[N-])CC(=O)COC(C)=O (1-azido-3-acetoxyacetone). Procedure details: 1-Chloro-3-acetoxyacetone (15.05 g.) is dissolved in tetrahydrofuran (50 ml.) and water (25 ml.) is added. Sodium azide (8.7 g.) is added and the mixture is allowed to stir overnight at room temperature. The reaction mixture is diluted with ether (200 ml.) and the aqueous phase is separated. The organic phase is washed once with brine, then dried and evaporated to give 1-azido-3-acetoxyacetone. Reactants: C([O-])([O-])=O.[K+].[K+] (potassium carbonate), [I-].[K+] (potassium iodide), OC1=CC=C(C=C1)CC#N ((4-hydroxyphenyl)acetonitrile), ClCCCCCCCCO (8-chlorooctan-1-ol). Run in CN(C=O)C (N,N-dimethylformamide). Conditions: temperature 80 celsius, time 48 hour. The product is OCCCCCCCCOC1=CC=C(C=C1)CC#N ({4-[(8-hydroxyoctyl)oxy]phenyl}acetonitrile), solid. Yield: 62.0%. As a reaction SMILES: [OH:1][C:2]1[CH:7]=[CH:6][C:5]([CH2:8][C:9]#[N:10])=[CH:4][CH:3]=1.Cl[CH2:12][CH2:13][CH2:14][CH2:15][CH2:16][CH2:17][CH2:18][CH2:19][OH:20].C(=O)([O-])[O-].[K+].[K+].[I-].[K+]>CN(C)C=O>[OH:20][CH2:19][CH2:18][CH2:17][CH2:16][CH2:15][CH2:14][CH2:13][CH2:12][O:1][C:2]1[CH:7]=[CH:6][C:5]([CH2:8][C:9]#[N:10])=[CH:4][CH:3]=1 |f:2.3.4,5.6|. Procedure: 20.0 g (150 mmol) of (4-hydroxyphenyl)acetonitrile and 29.5 g (179 mmol) of 8-chlorooctan-1-ol are dissolved in 400 mL of N,N-dimethylformamide. 41.5 g (300 mmol) of potassium carbonate and 5.0 g (30 mmol) of potassium iodide are added and the suspension is heated to 80° C. After 48 h, the excess of potassium carbonate is filtered off and the resulting filtrate is poured to icy water. The aqueous layer is extracted twice with ethyl acetate. Combined organic layers are washed with brine and evapo...